Dataset: the Open Reaction Database (ORD), a public repository of structured organic reaction records. Task: describe an organic reaction: reactants, conditions, products, and yield The reactants are COC=1C=C(N)C=CC1SCC=1C=NC=CC1 (3-methoxy-4-[(3-pyridinylmethyl)sulfanyl]aniline), CN(C)C=O (DMF), S(=O)(Cl)Cl (thionyl chloride), C(CCC)OCCOC1=CC=C(C=C1)C=1C=CC2=C(C=C(CCN2CCC)C(=O)O)C1 (7-[4-(2-butoxyethoxy)phenyl]-1-propyl-2,3-dihydro-1-benzazepine-4-carboxylic acid). The solvent is C1CCOC1 (THF), C(C)N(CC)CC (triethylamine), C1CCOC1 (THF), O (water). Reaction conditions: time 1 hour. Product: C(CCC)OCCOC1=CC=C(C=C1)C=1C=CC2=C(C=C(CCN2CCC)C(=O)NC2=CC(=C(C=C2)SCC=2C=NC=CC2)OC)C1 (7-[4-(2-butoxyethoxy)phenyl]-N-[3-methoxy-4-[(3-pyridinylmethyl)sulfanyl]phenyl]-1-propyl-2,3-dihydro-1-benzazepine-4-carboxamide). Yield: 54.1%. Reaction SMILES: [CH2:1]([O:5][CH2:6][CH2:7][O:8][C:9]1[CH:14]=[CH:13][C:12]([C:15]2[CH:16]=[CH:17][C:18]3[N:24]([CH2:25][CH2:26][CH3:27])[CH2:23][CH2:22][C:21]([C:28](O)=[O:29])=[CH:20][C:19]=3[CH:31]=2)=[CH:11][CH:10]=1)[CH2:2][CH2:3][CH3:4].CN(C=O)C.S(Cl)(Cl)=O.[CH3:41][O:42][C:43]1[CH:44]=[C:45]([CH:47]=[CH:48][C:49]=1[S:50][CH2:51][C:52]1[CH:53]=[N:54][CH:55]=[CH:56][CH:57]=1)[NH2:46]>C1COCC1.O.C(N(CC)CC)C>[CH2:1]([O:5][CH2:6][CH2:7][O:8][C:9]1[CH:10]=[CH:11][C:12]([C:15]2[CH:16]=[CH:17][C:18]3[N:24]([CH2:25][CH2:26][CH3:27])[CH2:23][CH2:22][C:21]([C:28]([NH:46][C:45]4[CH:47]=[CH:48][C:49]([S:50][CH2:51][C:52]5[CH:53]=[N:54][CH:55]=[CH:56][CH:57]=5)=[C:43]([O:42][CH3:41])[CH:44]=4)=[O:29])=[CH:20][C:19]=3[CH:31]=2)=[CH:13][CH:14]=1)[CH2:2][CH2:3][CH3:4]. Reported procedure: 7-[4-(2-butoxyethoxy)phenyl]-1-propyl-2,3-dihydro-1-benzazepine-4-carboxylic acid (0.60 g) was dissolved in THF (12 ml), DMF (2 droplets) was added to the mixture, thionyl chloride (0.21 ml) was added to the mixture and the solution was stirred at room temperature for 1 hour. The solution was added dropwise to a solution of 3-methoxy-4-[(3-pyridinylmethyl)sulfanyl]aniline (0.37 g) and triethylamine (2.96 ml) in THF (11.1 ml) under ice-cooling and the mixture was stirred for 2 hours at room tempe... Reactants: CC(C)=O, N#Cc1ccc(Cl)cc1OC(CCCl)c1ccccc1, [I-], [Na+]. The product is N#Cc1ccc(Cl)cc1OC(CCI)c1ccccc1. RXN SMILES: [CH3:23][C:24](=[O:25])[CH3:26].[Cl:1][c:2]1[cH:3][c:4]([O:10][CH:11]([CH2:12][CH2:13][Cl:14])[c:15]2[cH:16][cH:17][cH:18][cH:19][cH:20]2)[c:5]([C:6]#[N:7])[cH:8][cH:9]1.[I-:22].[Na+:21]>>[Cl:1][c:2]1[cH:3][c:4]([O:10][CH:11]([CH2:12][CH2:13][I:22])[c:15]2[cH:16][cH:17][cH:18][cH:19][cH:20]2)[c:5]([C:6]#[N:7])[cH:8][cH:9]1. The reactants are C(C)(=O)N1CCC(CC1)OCC(=C)C1=CC=CC=C1 (N-Acetyl-4-(2-phenylallyloxy)piperidine), mercuric acetate, C(C)(=O)O (acetic acid), [BH4-].[Na+] (sodium borohydride). Run in O1CCCC1 (tetrahydrofuran), O (water), [OH-].[Na+] (sodium hydroxide), [OH-].[Na+] (Sodium hydroxide). Conditions: time 1 hour. Product: C(C)(=O)N1CCC(CC1)OCC(C)(C1=CC=CC=C1)O (N-acetyl-4-(2-hydroxy-2-phenyl-n-propoxy)piperidine). Reaction SMILES: [C:1]([N:4]1[CH2:9][CH2:8][CH:7]([O:10][CH2:11][C:12]([C:14]2[CH:19]=[CH:18][CH:17]=[CH:16][CH:15]=2)=[CH2:13])[CH2:6][CH2:5]1)(=[O:3])[CH3:2].[BH4-].[Na+].C(O)(=[O:24])C>O1CCCC1.O.[OH-].[Na+]>[C:1]([N:4]1[CH2:9][CH2:8][CH:7]([O:10][CH2:11][C:12]([OH:24])([C:14]2[CH:15]=[CH:16][CH:17]=[CH:18][CH:19]=2)[CH3:13])[CH2:6][CH2:5]1)(=[O:3])[CH3:2] |f:1.2,6.7|. Procedure details: N-Acetyl-4-(2-phenylallyloxy)piperidine (4.0 g.) in dry tetrahydrofuran (60 ml.) was added dropwise to a stirred solution of mercuric acetate (6.35 g.) in water (60 ml.) and the solution stirred at room temperature for one hour. Sodium hydroxide solution (40 ml., 3 N) and sodium borohydride (0.75 g.) in sodium hydroxide solution (40 ml., 3 N) were then added dropwise to the stirred solution at 0° C. The grey suspension was stirred at 0° C. for one hour, glacial acetic acid was added to pH 6, the... Reactants: Cl (HCl), C(CCCCCC)N (n-heptylamine), amine, CS(=O)(=O)Cl (Methanesulfonyl chloride). The solvent is C1CCOC1 (THF). Run at time 45 minute. Yields the product C(CCCCCC)NS(=O)(=O)C (N-(1-Heptyl)methanesulfonamide). Reaction SMILES: [CH2:1]([NH2:8])[CH2:2][CH2:3][CH2:4][CH2:5][CH2:6][CH3:7].[CH3:9][S:10](Cl)(=[O:12])=[O:11].Cl>C1COCC1>[CH2:1]([NH:8][S:10]([CH3:9])(=[O:12])=[O:11])[CH2:2][CH2:3][CH2:4][CH2:5][CH2:6][CH3:7]. Reported procedure: A solution of 7.5 ml (50 mmol) of n-heptylamine in 50 ml of THF was cooled in an ice-water bath. Methanesulfonyl chloride (1.93 ml, 25 mmol) was added dropwise, with stirring to the amine solution over a 4 minute period. After stirring for an additional 45 minutes the mixture was poured into dilute HCl, and the product was extracted with ethyl acetate. The extract was washed with brine, dried (Na2SO4) and evaporated in vacuo. The resulting yellow solid was recrystallized from hexane. Yield: 4.03... RXN SMILES: [C:1]([C:3]1[CH:15]=[CH:14][C:6]([CH2:7][N:8]2[CH2:13][CH2:12][NH:11][CH2:10][CH2:9]2)=[CH:5][CH:4]=1)#[N:2].Cl[C:17]1[CH:18]=[C:19]([CH3:30])[C:20]2[N:21]([C:23]([C:26]([F:29])([F:28])[F:27])=[N:24][N:25]=2)[N:22]=1>C(O)C>[CH3:30][C:19]1[C:20]2[N:21]([C:23]([C:26]([F:29])([F:27])[F:28])=[N:24][N:25]=2)[N:22]=[C:17]([N:11]2[CH2:12][CH2:13][N:8]([CH2:7][C:6]3[CH:5]=[CH:4][C:3]([C:1]#[N:2])=[CH:15][CH:14]=3)[CH2:9][CH2:10]2)[CH:18]=1. Run in C(C)O (ethanol). Procedure: A mixture of 1-(4-cyanobenzyl)-piperazine (0.158 g, 0.79 mmol) and 6-chloro-8-methyl-3-(trifluoromethyl)-[1,2,4]triazolo[4,3-b]pyridazine 0.062 g, 0.26 mmol) in ethanol (5 mL) was heated to 70° C. for 20 hours. The reaction mixture was allowed to cool and then concentrated to give an involatile residue that was purified by flash chromatography on silica-gel using an increasing gradient of ethyl acetate in dichloromethane to give 4-((4-(8-methyl-3-(trifluoromethyl)-[1,2,4]triazolo[4,3-b]pyridazin... Starting materials: C(#N)C1=CC=C(CN2CCNCC2)C=C1 (1-(4-cyanobenzyl)-piperazine), ClC=1C=C(C=2N(N1)C(=NN2)C(F)(F)F)C (6-chloro-8-methyl-3-(trifluoromethyl)-[1,2,4]triazolo[4,3-b]pyridazine). Reaction conditions: temperature 70 celsius. Product: CC=1C=2N(N=C(C1)N1CCN(CC1)CC1=CC=C(C#N)C=C1)C(=NN2)C(F)(F)F (4-((4-(8-methyl-3-(trifluoromethyl)-[1,2,4]triazolo[4,3-b]pyridazin-6-yl)piperazin-1-yl)methyl)benzonitrile). Isolated yield 64.8%.